From a dataset of the Open Reaction Database (ORD), a public repository of structured organic reaction records. describe an organic reaction: reactants, conditions, products, and yield The reactants are NC1=NC(=NC=C1)SCCCC#N (4-[4-aminopyrimid-2-ylthio]butyronitrile), FC(CN=C=S)(F)F (2,2,2-trifluoroethyl isothiocyanate). Run in C(C)#N (acetonitrile). Reaction conditions: time 72 hour. Yields the product FC(CNC(NC1=NC(=NC=C1)SCCCC#N)=S)(F)F (4-[4-(3-[2,2,2-trifluoroethyl]thioureido)pyrimid-2-ylthio]butyronitrile). Isolated yield 85.7%. As a reaction SMILES: [NH2:1][C:2]1[CH:7]=[CH:6][N:5]=[C:4]([S:8][CH2:9][CH2:10][CH2:11][C:12]#[N:13])[N:3]=1.[F:14][C:15]([F:21])([F:20])[CH2:16][N:17]=[C:18]=[S:19]>C(#N)C>[F:14][C:15]([F:21])([F:20])[CH2:16][NH:17][C:18](=[S:19])[NH:1][C:2]1[CH:7]=[CH:6][N:5]=[C:4]([S:8][CH2:9][CH2:10][CH2:11][C:12]#[N:13])[N:3]=1. Reported procedure: A mixture of 4-[4-aminopyrimid-2-ylthio]butyronitrile (0.25 g.), acetonitrile (3 ml.) and 2,2,2-trifluoroethyl isothiocyanate (0.21 g.) was stirred at 70° for 72 hours and then evaporated to dryness. The residue was crystallised from a mixture of ether and petroleum ether (b.p. 60°-80°) to give 4-[4-(3-[2,2,2-trifluoroethyl]thioureido)pyrimid-2-ylthio]butyronitrile (0.37 g.), m.p. 125°-126°. Starting materials: CC(=O)Oc1ccc(C(=O)O)[nH]c1=O, Cl, [Na+], [OH-], O. Product: O=C(O)c1ccc(O)c(=O)[nH]1. As a reaction SMILES: [C:1](=[O:2])([CH3:3])[O:4][c:5]1[c:6](=[O:14])[nH:7][c:8]([C:11](=[O:12])[OH:13])[cH:9][cH:10]1.[ClH:17].[Na+:16].[OH-:15].[OH2:18]>>[OH:4][c:5]1[c:6](=[O:14])[nH:7][c:8]([C:11](=[O:12])[OH:13])[cH:9][cH:10]1. Reactants: N(N)C1=CC(NC=C1)=O (4-hydrazino-1H-pyridin-2-one), CC(CCC=C)=O (5-hexen-2-one). The product is CC(CCC=C)=NNC1=CC(NC=C1)=O (4-[N′-(1-methyl-pent-4-enylidene)-hydrazino]-1H-pyridin-2-one). Yield: 71.3%. As a reaction SMILES: [NH:1]([C:3]1[CH:8]=[CH:7][NH:6][C:5](=[O:9])[CH:4]=1)[NH2:2].[CH3:10][C:11](=O)[CH2:12][CH2:13][CH:14]=[CH2:15]>>[CH3:15][C:14](=[N:2][NH:1][C:3]1[CH:8]=[CH:7][NH:6][C:5](=[O:9])[CH:4]=1)[CH2:13][CH2:12][CH:11]=[CH2:10]. Procedure: In accordance with the same procedures as in Step 2 of Preparation 1, except for using 4-hydrazino-1H-pyridin-2-one (5.39 g, 43.1 mmol) prepared in Step 1 of Preparation 1 and 5-hexen-2-one (7.41 ml, 64.6 mmol), the titled compound was obtained as a white solid. (Yield: 71.3%) Reactants: CN, [Cl-], [Cl-], [Cl-], [Cl-], C1CCOC1, [Ti+4], O=C1CN=C(c2ccccc2)c2sccc2N1, c1ccccc1. The product is CNC1=Nc2ccsc2C(c2ccccc2)=NC1. Reaction SMILES: [CH3:23][NH2:24].[Cl-:25].[Cl-:26].[Cl-:27].[Cl-:28].[O:18]1[CH2:19][CH2:20][CH2:21][CH2:22]1.[Ti+4:29].[c:1]1([C:7]2=[N:13][CH2:12][C:11](=[O:14])[NH:10][c:9]3[c:8]2[s:17][cH:16][cH:15]3)[cH:2][cH:3][cH:4][cH:5][cH:6]1.[cH:30]1[cH:31][cH:32][cH:33][cH:34][cH:35]1>>[c:1]1([C:7]2=[N:13][CH2:12][C:11]([NH:24][CH3:23])=[N:10][c:9]3[c:8]2[s:17][cH:16][cH:15]3)[cH:2][cH:3][cH:4][cH:5][cH:6]1.